Dataset: the Open Reaction Database (ORD), a public repository of structured organic reaction records. Task: describe an organic reaction: reactants, conditions, products, and yield Reactants: ClC=1N=C(C2=C(N1)N(C(C21CC1)=O)CC1=CC=C(C=C1)OC)Cl (2′,4′-dichloro-7′-(4-methoxybenzyl)spiro[cyclopropane-1,5′-pyrrolo[2,3-d]pyrimidin]-6′(7′H)-one), CO (methanol). Run in O1CCCC1 (tetrahydrofuran). Reaction conditions: temperature 60 celsius. The product is ClC=1N=C(C2=C(N1)N(CC21CC1)CC1=CC=C(C=C1)OC)Cl (2′,4′-dichloro-7′-(4-methoxybenzyl)-6′,7′-dihydrospiro[cyclopropane-1,5′-pyrrolo[2,3-d]pyrimidine]). Isolated yield 62.5%. As a reaction SMILES: [Cl:1][C:2]1[N:3]=[C:4]([Cl:23])[C:5]2[C:10]3([CH2:12][CH2:11]3)[C:9](=O)[N:8]([CH2:14][C:15]3[CH:20]=[CH:19][C:18]([O:21][CH3:22])=[CH:17][CH:16]=3)[C:6]=2[N:7]=1.CO>O1CCCC1>[Cl:1][C:2]1[N:3]=[C:4]([Cl:23])[C:5]2[C:10]3([CH2:12][CH2:11]3)[CH2:9][N:8]([CH2:14][C:15]3[CH:20]=[CH:19][C:18]([O:21][CH3:22])=[CH:17][CH:16]=3)[C:6]=2[N:7]=1. Procedure: To a solution of 2′,4′-dichloro-7′-(4-methoxybenzyl)spiro[cyclopropane-1,5′-pyrrolo[2,3-d]pyrimidin]-6′(7′H)-one (14.0 g, 40.0 mmol) in tetrahydrofuran (200 mL) was added 94% Borane-methyl sulfide complex (8.2 mL, 80.0 mmol) dropwise under nitrogen atmosphere. After the addition was over, the reaction mixture was heated to 60° C. overnight. When the reaction was completed, methanol was added to the reaction solution at 0° C., concentrated in vacuum and the residue was purified by silica gel chro... The reactants are C(=O)(OCC1C2=CC=CC=C2C2=CC=CC=C12)NCCC(=O)O (Fmoc β-alanine), bromo-tris-pyrrolidinophosphosphonium hexafluorophosphate, C1=CC=CC=2C3=CC=CC=C3C(C12)COC(=O)NCC1=CC=C(C(=O)O)C=C1 (4-[(9H-fluoren-9-ylmethoxycarbonylamino)methyl]benzoic acid), solution, N1CCCCC1 (piperidine). The solvent is CN(C)C=O (DMF), CN(C)C=O (DMF), C(C)N(C(C)C)CC (diethylisopropylamine), CN(C)C=O (DMF). Run at time 30 minute. Product: C1=CC=CC=2C3=CC=CC=C3C(C12)COC(=O)NCC1=CC=C(C(=O)NCCC(=O)O)C=C1 (3-{4-[(9H-fluoren-9-ylmethoxycarbonylamino)methyl]benzoylamino}propionic acid). As a reaction SMILES: [C:1]([NH:18][CH2:19][CH2:20][C:21]([OH:23])=[O:22])(OCC1C2C(=CC=CC=2)C2C1=CC=CC=2)=[O:2].N1CCCCC1.[CH:30]1[C:42]2[CH:41]([CH2:43][O:44][C:45]([NH:47][CH2:48][C:49]3[CH:57]=[CH:56][C:52](C(O)=O)=[CH:51][CH:50]=3)=[O:46])[C:40]3[C:35](=[CH:36][CH:37]=[CH:38][CH:39]=3)[C:34]=2[CH:33]=[CH:32][CH:31]=1>CN(C=O)C.C(N(CC)C(C)C)C>[CH:30]1[C:42]2[CH:41]([CH2:43][O:44][C:45]([NH:47][CH2:48][C:49]3[CH:50]=[CH:51][C:52]([C:1]([NH:18][CH2:19][CH2:20][C:21]([OH:23])=[O:22])=[O:2])=[CH:56][CH:57]=3)=[O:46])[C:40]3[C:35](=[CH:36][CH:37]=[CH:38][CH:39]=3)[C:34]=2[CH:33]=[CH:32][CH:31]=1. Procedure: To the above resin bound Fmoc β-alanine was added 500 μL of a 20% solution of piperidine in DMF. Upon shaking for 30 min, the resin was drained and washed with 1 mL DMF containing 1-hydroxybenzotriazole (50 mg/mL) and DMF (2×1 mL). Then 200 μmol 4-[(9H-fluoren-9-ylmethoxycarbonylamino)methyl]benzoic acid (74.2 mg) dissolved in a mixture of 430 μL DMF and 70 μL diethylisopropylamine was added followed by 200 μmol bromo-tris-pyrrolidinophosphosphonium hexafluorophosphate (PyBrOP, 93 mg) dissolved ... The reactants are imine, imine, COC1=C(C=CC(=C1)C)C(CC(C=O)(C(C(F)(F)F)(F)F)O)(C)C (4-(2-methoxy-4-methylphenyl)-2-hydroxy-4-methyl-2-(pentafluoroethyl)pentanal), NC1=C2C=NNC(C2=CC=C1)=O (5-amino-phthalazin-1-one). The reagents and catalysts are [Ti](Cl)(Cl)(Cl)Cl (titanium tetrachloride). Run in ClCCl (dichloromethane). The product is OC1(C(C2=CC(=CC(=C2C(C1)(C)C)OC)C)NC1=C2C=NNC(C2=CC=C1)=O)C(C(F)(F)F)(F)F (5-{[2-Hydroxy-5-methoxy-2-(pentafluoroethyl)-4,4,7-trimethyl-1,2,3,4-tetrahydronaphthalen-1-yl]amino}-phthalazin-1-one). The yield is 2.3%. As a reaction SMILES: [CH3:1][O:2][C:3]1[CH:8]=[C:7]([CH3:9])[CH:6]=[CH:5][C:4]=1[C:10]([CH3:24])([CH3:23])[CH2:11][C:12]([OH:22])([C:15]([F:21])([F:20])[C:16]([F:19])([F:18])[F:17])[CH:13]=O.[NH2:25][C:26]1[CH:35]=[CH:34][CH:33]=[C:32]2[C:27]=1[CH:28]=[N:29][NH:30][C:31]2=[O:36]>ClCCl.[Ti](Cl)(Cl)(Cl)Cl>[OH:22][C:12]1([C:15]([F:20])([F:21])[C:16]([F:18])([F:19])[F:17])[CH2:11][C:10]([CH3:23])([CH3:24])[C:4]2[C:5](=[CH:6][C:7]([CH3:9])=[CH:8][C:3]=2[O:2][CH3:1])[CH:13]1[NH:25][C:26]1[CH:35]=[CH:34][CH:33]=[C:32]2[C:27]=1[CH:28]=[N:29][NH:30][C:31]2=[O:36]. Procedure details: Analogously to Example 10, the corresponding imine is produced starting from 250 mg of 4-(2-methoxy-4-methylphenyl)-2-hydroxy-4-methyl-2-(pentafluoroethyl)pentanal and 118 mg of 5-amino-phthalazin-1-one. As in Example 3, 65 mg of the imine is reacted by reaction with 0.38 ml of titanium tetrachloride (1 M in dichloromethane) in 6 ml of dichloromethane, and 8 mg of the title compound is obtained.